From a dataset of the Open Reaction Database (ORD), a public repository of structured organic reaction records. describe an organic reaction: reactants, conditions, products, and yield Reactants: C(C)(C)(C)ON=C1C=C(OC2=CC=C(C=C12)OCCCl)C1=CC=2N(C=N1)C=CC2 (6-(2-chloro-ethoxy)-2-pyrrolo[1,2-c]pyrimidin-3-yl-chromen-4-one O-tert-butyl oxime), [C@@H]12OC[C@@H](NC1)C2 ((1S,4S)-2-oxa-5-aza-bicyclo[2.2.1]heptane). Product: Cl.[C@@H]12OC[C@@H](N(C1)CCOC=1C=C3C(C=C(OC3=CC1)C1=CC=3N(C=N1)C=CC3)=NO)C2 (6-[(1S,4S)-2-(2-oxa-5-aza-bicyclo[2.2.1]hept-5-yl)-ethoxy]-2-pyrrolo[1,2-c]pyrimidin-3-yl-chromen-4-one oxime, hydrochloride). As a reaction SMILES: C([O:5][N:6]=[C:7]1[C:16]2[C:11](=[CH:12][CH:13]=[C:14]([O:17][CH2:18][CH2:19][Cl:20])[CH:15]=2)[O:10][C:9]([C:21]2[N:26]=[CH:25][N:24]3[CH:27]=[CH:28][CH:29]=[C:23]3[CH:22]=2)=[CH:8]1)(C)(C)C.[C@H:30]12[CH2:36][C@H:33]([NH:34][CH2:35]1)[CH2:32][O:31]2>>[ClH:20].[C@H:30]12[CH2:36][C@H:33]([N:34]([CH2:19][CH2:18][O:17][C:14]3[CH:15]=[C:16]4[C:11](=[CH:12][CH:13]=3)[O:10][C:9]([C:21]3[N:26]=[CH:25][N:24]5[CH:27]=[CH:28][CH:29]=[C:23]5[CH:22]=3)=[CH:8][C:7]4=[N:6][OH:5])[CH2:35]1)[CH2:32][O:31]2 |f:2.3|. Procedure details: 6-[(1S,4S)-2-(2-oxa-5-aza-bicyclo[2.2.1]hept-5-yl)-ethoxy]-2-pyrrolo[1,2-c]pyrimidin-3-yl-chromen-4-one oxime, hydrochloride was prepared in 37% overall yield using the method described in example 87, starting from 6-(2-chloro-ethoxy)-2-pyrrolo[1,2-c]pyrimidin-3-yl-chromen-4-one O-tert-butyl oxime (example 87B) and (1S,4S)-2-oxa-5-aza-bicyclo[2.2.1]heptane. The reactants are COC(CC1=CC2=CC=C(C=C2C(=C1C)C1CCNCC1)F)=O ((6-fluoro-3-methyl-4-piperidin-4-yl-naphthalen-2-yl)-acetic acid methyl ester), CS(=O)(=O)Cl (methanesulfonyl chloride), C(C)(C)N(C(C)C)CC (N,N-diisopropylethylamine). Solvent: O (water), [Cl-].[Na+].O (brine), C1CCOC1 (THF). Reaction conditions: time 15 hour. Product: COC(CC1=CC2=CC=C(C=C2C(=C1C)C1CCN(CC1)S(=O)(=O)C)F)=O ([6-fluoro-4-(1-methanesulfonyl-piperidin-4-yl)-3-methyl-naphthalen-2-yl]-acetic acid methyl ester). The yield is 54.7%. RXN SMILES: [CH3:1][O:2][C:3](=[O:23])[CH2:4][C:5]1[C:14]([CH3:15])=[C:13]([CH:16]2[CH2:21][CH2:20][NH:19][CH2:18][CH2:17]2)[C:12]2[C:7](=[CH:8][CH:9]=[C:10]([F:22])[CH:11]=2)[CH:6]=1.[CH3:24][S:25](Cl)(=[O:27])=[O:26].C(N(CC)C(C)C)(C)C>C1COCC1.O.[Cl-].[Na+].O>[CH3:1][O:2][C:3](=[O:23])[CH2:4][C:5]1[C:14]([CH3:15])=[C:13]([CH:16]2[CH2:17][CH2:18][N:19]([S:25]([CH3:24])(=[O:27])=[O:26])[CH2:20][CH2:21]2)[C:12]2[C:7](=[CH:8][CH:9]=[C:10]([F:22])[CH:11]=2)[CH:6]=1 |f:5.6.7|. Reported procedure: To a solution of (6-fluoro-3-methyl-4-piperidin-4-yl-naphthalen-2-yl)-acetic acid methyl ester (which may be prepared as described above; 82 mg, 0.26 mmol) and methanesulfonyl chloride (59.6 mg, 0.52 mmol) in THF (6.0 mL) was added N,N-diisopropylethylamine (227 μL, 1.3 mmol) at 0° C. under a nitrogen atmosphere. The resulting suspension was allowed to warm to room temperature during a period of 2 hours and then stirred for 15 hours under a nitrogen atmosphere. The reaction mixture was diluted w...